From a dataset of the Open Reaction Database (ORD), a public repository of structured organic reaction records. describe an organic reaction: reactants, conditions, products, and yield The reactants are N(=O)[O-].[Na+] (sodium nitrite), stannous chloride, diazonium, ClC1=CC(=C(N)C=C1OC)F (4-chloro-2-fluoro-5-methoxyaniline). The solvent is O (water), Cl (hydrochloric acid), Cl (hydrochloric acid). Reaction conditions: temperature 0 celsius, time 1 hour. Product: ClC1=CC(=C(C=C1OC)NN)F (4-chloro-2-fluoro-5-methoxyphenylhydrazine). Yield: 43.5%. As a reaction SMILES: [Cl:1][C:2]1[C:8]([O:9][CH3:10])=[CH:7][C:5]([NH2:6])=[C:4]([F:11])[CH:3]=1.[N:12]([O-])=O.[Na+]>Cl.O>[Cl:1][C:2]1[C:8]([O:9][CH3:10])=[CH:7][C:5]([NH:6][NH2:12])=[C:4]([F:11])[CH:3]=1 |f:1.2|. Procedure: A stirred solution of 48.0 g (0.27 mole) of 4-chloro-2-fluoro-5-methoxyaniline in 500 mL of concentrated hydrochloric acid was cooled to -5° C. and 23.5 g (0.34 mole) of sodium nitrite in 100 mL of water was added dropwise. After complete addition, the reaction mixture was stirred at 0° C. for one hour. A second solution of 154.0 g (0.68 mole) of stannous chloride in 225 mL of concentrated hydrochloric acid was cooled to 0° C., and the cold diazonium solution prepared above was added to it slowl... Reactants: CO, O=C(O)c1ccc(CCl)cc1, O=S(=O)(O)O. The product is COC(=O)c1ccc(CCl)cc1. RXN SMILES: [CH3:17][OH:18].[Cl:1][CH2:2][c:3]1[cH:4][cH:5][c:6]([C:7](=[O:8])[OH:9])[cH:10][cH:11]1.[S:12](=[O:13])(=[O:14])([OH:15])[OH:16]>>[Cl:1][CH2:2][c:3]1[cH:4][cH:5][c:6]([C:7]([O:8][CH3:17])=[O:9])[cH:10][cH:11]1. Starting materials: P(OC)(SC)(N)=O (O,S-dimethyl phosphoramidothioate), N1=CC=CC=C1 (pyridine), Cl.N1=CC=CC=C1 (Pyridine hydrochloride), S(Cl)Cl (sulfenyl chloride), ClSN(C(OCCC)=O)C(C)C (propyl (chlorosulfenyl)(isopropyl)carbamate), S(Cl)Cl (sulfenyl chloride). Run in C(Cl)Cl (methylene chloride). Reaction conditions: time 0.5 hour. Product: C(CC)OC(=O)N(SNP(OC)(SC)=O)C(C)C (O,S-dimethyl N-(N'-propoxycarbonyl-N'-isopropylaminosulfenyl)phosphoramidothioate). As a reaction SMILES: [P:1](=[O:7])([NH2:6])([S:4][CH3:5])[O:2][CH3:3].N1C=CC=CC=1.Cl[S:15][N:16]([CH:23]([CH3:25])[CH3:24])[C:17](=[O:22])[O:18][CH2:19][CH2:20][CH3:21].Cl.N1C=CC=CC=1.S(Cl)Cl>C(Cl)Cl>[CH2:19]([O:18][C:17]([N:16]([CH:23]([CH3:24])[CH3:25])[S:15][NH:6][P:1](=[O:7])([S:4][CH3:5])[O:2][CH3:3])=[O:22])[CH2:20][CH3:21] |f:3.4|. Procedure details: To a stirred mixture of 4.0 g (0.028 mol) O,S-dimethyl phosphoramidothioate, 2.2 g pyridine (0.028 mol) and 15 ml of anhydrous methylene chloride, chilled to 0°-5° C., was added dropwise 6.0 g (0.028 mol) propyl (chlorosulfenyl)(isopropyl)carbamate over a period of 15 minutes. Pyridine hydrochloride forms immediately during addition of the sulfenyl chloride. The reaction mixture was stirred for an additional half hour at room temperature after the addition of the sulfenyl chloride. Starting materials: CN(C)c1ccncc1, COc1cc2nccc(Cl)c2cc1OC, Clc1ccccc1Cl, CC(=O)c1ccccc1O. Yields the product COc1cc2nccc(Oc3ccccc3C(C)=O)c2cc1OC. As a reaction SMILES: [CH3:26][N:27]([CH3:28])[c:29]1[cH:30][cH:31][n:32][cH:33][cH:34]1.[Cl:1][c:2]1[cH:3][cH:4][n:5][c:6]2[cH:7][c:8]([O:14][CH3:15])[c:9]([O:12][CH3:13])[cH:10][c:11]12.[Cl:35][c:36]1[cH:37][cH:38][cH:39][cH:40][c:41]1[Cl:42].[OH:16][c:17]1[c:18]([C:23]([CH3:24])=[O:25])[cH:19][cH:20][cH:21][cH:22]1>>[c:2]1([O:16][c:17]2[c:18]([C:23]([CH3:24])=[O:25])[cH:19][cH:20][cH:21][cH:22]2)[cH:3][cH:4][n:5][c:6]2[cH:7][c:8]([O:14][CH3:15])[c:9]([O:12][CH3:13])[cH:10][c:11]12.